Task: describe an organic reaction: reactants, conditions, products, and yield. Dataset: the Open Reaction Database (ORD), a public repository of structured organic reaction records The reactants are NC1=C(C=CC(=C1)OC(F)(F)F)O (2-amino-4-(trifluoromethyloxy)phenol), CC#N.O (CH3CN H2O), FC(C(=O)O)(F)F (trifluoroacetic acid), C(=O)(N1C=NC=C1)N1C=NC=C1 (1,1′-carbonyldiimidazole). The solvent is O1CCCC1 (tetrahydrofuran). Reaction conditions: temperature 70 celsius. The product is FC(OC=1C=CC2=C(NC(O2)=O)C1)(F)F (5-[(trifluoromethyl)oxy]-1,3-benzoxazol-2(3H)-one). The yield is 98.1%. RXN SMILES: [NH2:1][C:2]1[CH:7]=[C:6]([O:8][C:9]([F:12])([F:11])[F:10])[CH:5]=[CH:4][C:3]=1[OH:13].[C:14](N1C=CN=C1)(N1C=CN=C1)=[O:15].CC#N.O.FC(F)(F)C(O)=O>O1CCCC1>[F:12][C:9]([F:10])([F:11])[O:8][C:6]1[CH:5]=[CH:4][C:3]2[O:13][C:14](=[O:15])[NH:1][C:2]=2[CH:7]=1 |f:2.3|. Procedure details: 2-amino-4-(trifluoromethyloxy)phenol (1.0 g, 5.2 mmol), was dissolved in 25 mL of anhydrous tetrahydrofuran under argon. The mixture was heated to reflux (70° C.) and then 1,1′-carbonyldiimidazole (1.1 g, 6.7 mmol) was slowly added in small portions over a one hour period. After the addition was complete, the reaction continued to reflux for another 2.5 hours, before it was determined to be complete by LCMS (two Aquasil C18, 20×1 mm columns were run in sequence, 4 minutes at 0.1 mL/min, 1-99% CH... The reactants are BrCCCc1ccccc1, O=C(NC1CCNC1)C12CC3CC(CC(C3)C1)C2. Yields the product O=C(NC1CCN(CCCc2ccccc2)C1)C12CC3CC(CC(C3)C1)C2. As a reaction SMILES: [Br:19][CH2:20][CH2:21][CH2:22][c:23]1[cH:24][cH:25][cH:26][cH:27][cH:28]1.[NH:1]1[CH2:2][CH:3]([NH:6][C:7](=[O:8])[C:9]23[CH2:10][CH:11]4[CH2:12][CH:13]([CH2:14][CH:15]([CH2:16]2)[CH2:17]4)[CH2:18]3)[CH2:4][CH2:5]1>>[N:1]1([CH2:20][CH2:21][CH2:22][c:23]2[cH:24][cH:25][cH:26][cH:27][cH:28]2)[CH2:2][CH:3]([NH:6][C:7](=[O:8])[C:9]23[CH2:10][CH:11]4[CH2:12][CH:13]([CH2:14][CH:15]([CH2:16]2)[CH2:17]4)[CH2:18]3)[CH2:4][CH2:5]1. Starting materials: C1OCCC2=C1SC1=C2C=CC=C1.C(C)Cl (3,4-dihydro-1H-[1]benzothieno[2,3-c]pyran 1-ethyl chloride), CN (methylamine). Solvent: CO (methanol). Run at time 2 day. The product is CNCCC1OCCC2=C1SC1=C2C=CC=C1 (3,4-Dihydro-N-methyl-1H-[1]benzothieno[2,3-c]pyran-1-ethylamine), ( 29,600 ). RXN SMILES: [CH2:1]1[C:6]2[S:7][C:8]3[CH:13]=[CH:12][CH:11]=[CH:10][C:9]=3[C:5]=2[CH2:4][CH2:3][O:2]1.[CH2:14](Cl)[CH3:15].[CH3:17][NH2:18]>CO>[CH3:17][NH:18][CH2:14][CH2:15][CH:1]1[C:6]2[S:7][C:8]3[CH:13]=[CH:12][CH:11]=[CH:10][C:9]=3[C:5]=2[CH2:4][CH2:3][O:2]1 |f:0.1|. Reported procedure: A mixture of 3,4-dihydro-1H-[1]benzothieno[2,3-c]pyran-1-ethyl chloride (6.0 g), described in Example 35, and a saturated solution of methylamine in dry methanol (75 ml) is heated in a pressure bottle at 60° C. for 2 hr. The mixture is kept at room temperature for 2 days and then evaporated to dryness. The residue is dissolved in dilute hydrochloric acid and washed with ether. The free base is then liberated from the aqueous phase by the addition of 5% sodium hydroxide solution and extracted wit... Reactants: C(C1=CC=CC=C1)OC(CCCO)COC1=CC=C(C=C1)F (4-benzyloxy-5-(4-fluorophenoxy)pentanol), C(C)(=O)O[C@H](CCCO)CCCCC (4(S)acetyloxy-1-nonanol). Yields the product C(C)(=O)O[C@H](CCC=O)CCCCC (4(S)-Acetyloxynonanal). As a reaction SMILES: C(OC(COC1C=CC(F)=CC=1)CCCO)C1C=CC=CC=1.[C:23]([O:26][C@@H:27]([CH2:32][CH2:33][CH2:34][CH2:35][CH3:36])[CH2:28][CH2:29][CH2:30][OH:31])(=[O:25])[CH3:24]>>[C:23]([O:26][C@@H:27]([CH2:32][CH2:33][CH2:34][CH2:35][CH3:36])[CH2:28][CH2:29][CH:30]=[O:31])(=[O:25])[CH3:24]. Reported procedure: This compound is prepared essentially by the method as described in Example 5, Step B-6, except that the 4-benzyloxy-5-(4-fluorophenoxy)pentanol is replaced by 4(S)acetyloxy-1-nonanol. This method provides the title compound as an essentially colorless oil. Yields the product NC1=NC=C(C(=N1)N)CC1=CC(=C(C(=C1)OC)C(=C)C)OC (2,4-diamino-5-(3,5-dimethoxy-4-isopropenylbenzyl)-pyrimidine). Reported procedure: 0.65 G. of dimethylaniline was added dropwise while stirring to a suspension of 0.8 g. of 2,6-diamino-5-(3,5-dimethoxy-4-isopropenylbenzyl)-4-pyrimidinol in 6.5 g. of phosphorus oxychloride. The mixture was boiled for 4 hours while stirring and then about half of the phosphorus oxychloride was distilled under reduced pressure. About 10 g. of ice were added to the residue. The suspension was left to stand at room temperature for 2 days, adjusted to pH 10 with concentrated ammonia solution and the... Starting materials: CN(C1=CC=CC=C1)C (dimethylaniline), NC1=NC(=C(C(=N1)O)CC1=CC(=C(C(=C1)OC)C(=C)C)OC)N (2,6-diamino-5-(3,5-dimethoxy-4-isopropenylbenzyl)-4-pyrimidinol), P(=O)(Cl)(Cl)Cl (phosphorus oxychloride). Reaction conditions: time 4 hour. As a reaction SMILES: CN(C)C1C=CC=CC=1.[NH2:10][C:11]1[N:16]=[C:15](O)[C:14]([CH2:18][C:19]2[CH:24]=[C:23]([O:25][CH3:26])[C:22]([C:27]([CH3:29])=[CH2:28])=[C:21]([O:30][CH3:31])[CH:20]=2)=[C:13]([NH2:32])[N:12]=1.P(Cl)(Cl)(Cl)=O>>[NH2:10][C:11]1[N:12]=[C:13]([NH2:32])[C:14]([CH2:18][C:19]2[CH:20]=[C:21]([O:30][CH3:31])[C:22]([C:27]([CH3:29])=[CH2:28])=[C:23]([O:25][CH3:26])[CH:24]=2)=[CH:15][N:16]=1.